From a dataset of the Open Reaction Database (ORD), a public repository of structured organic reaction records. describe an organic reaction: reactants, conditions, products, and yield The reactants are ClCCl, CC(C)(C)OC(=O)N(Cc1ccc2c(c1)OCCO2)C1CCN(CCn2c(=O)cnc3ccncc32)CC1, O=C(O)C(F)(F)F. The product is O=c1cnc2ccncc2n1CCN1CCC(NCc2ccc3c(c2)OCCO3)CC1. Reaction SMILES: [Cl:39][CH2:40][Cl:41].[O:1]1[CH2:2][CH2:3][O:4][c:5]2[c:6]1[cH:7][cH:8][c:9]([CH2:11][N:12]([C:13](=[O:14])[O:15][C:16]([CH3:17])([CH3:18])[CH3:19])[CH:20]1[CH2:21][CH2:22][N:23]([CH2:26][CH2:27][n:28]3[c:29]4[c:30]([n:31][cH:32][c:33]3=[O:34])[cH:35][cH:36][n:37][cH:38]4)[CH2:24][CH2:25]1)[cH:10]2.[OH:42][C:43]([C:44]([F:45])([F:46])[F:47])=[O:48]>>[O:1]1[CH2:2][CH2:3][O:4][c:5]2[c:6]1[cH:7][cH:8][c:9]([CH2:11][NH:12][CH:20]1[CH2:21][CH2:22][N:23]([CH2:26][CH2:27][n:28]3[c:29]4[c:30]([n:31][cH:32][c:33]3=[O:34])[cH:35][cH:36][n:37][cH:38]4)[CH2:24][CH2:25]1)[cH:10]2. Starting materials: FC(S(=O)(=O)[O-])(F)F.C[N+]1=C2C=CC=CC2=C(C2=CC=CC=C12)C(=O)N(NS(=O)(=O)C1=CC=C(C=C1)C)C1=CC=CC=C1 (10-Methyl-N-(phenyl)-N-(p-toluenesulfonamido)acridinium-9-carboxamide trifluoromethanesulfonate), [Cl-].[NH4+] (Ammonium chloride). The reagents and catalysts are [Zn] (zinc), [Zn] (zinc). Solvent: C(Cl)Cl (methylene chloride), C(C)O (ethanol). Conditions: time 2 hour. Yields the product CN1C=2C=CC=CC2C(C2=CC=CC=C12)C(=O)N(NS(=O)(=O)C1=CC=C(C=C1)C)C1=CC=CC=C1 (10-Methyl-N-(phenyl)-N-(p-toluenesulfonamido) acridan-9-carboxamide). Reaction SMILES: FC(F)(F)S([O-])(=O)=O.[CH3:9][N+:10]1[C:23]2[C:18](=[CH:19][CH:20]=[CH:21][CH:22]=2)[C:17]([C:24]([N:26]([C:38]2[CH:43]=[CH:42][CH:41]=[CH:40][CH:39]=2)[NH:27][S:28]([C:31]2[CH:36]=[CH:35][C:34]([CH3:37])=[CH:33][CH:32]=2)(=[O:30])=[O:29])=[O:25])=[C:16]2[C:11]=1[CH:12]=[CH:13][CH:14]=[CH:15]2.[Cl-].[NH4+]>C(O)C.C(Cl)Cl.[Zn]>[CH3:9][N:10]1[C:11]2[C:16](=[CH:15][CH:14]=[CH:13][CH:12]=2)[CH:17]([C:24]([N:26]([C:38]2[CH:43]=[CH:42][CH:41]=[CH:40][CH:39]=2)[NH:27][S:28]([C:31]2[CH:32]=[CH:33][C:34]([CH3:37])=[CH:35][CH:36]=2)(=[O:30])=[O:29])=[O:25])[C:18]2[CH:19]=[CH:20][CH:21]=[CH:22][C:23]1=2 |f:0.1,2.3|. Procedure details: 10-Methyl-N-(phenyl)-N-(p-toluenesulfonamido)acridinium-9-carboxamide trifluoromethanesulfonate (10 mg, 0.0016 mmol) was suspended in absolute ethanol (10 mL) and solution was refluxed for 15 min to obtain a clear solution. Ammonium chloride (88 mg, 1.6 mmol) was added by portions to thesolution followed by zinc (108 mg, 1.6 mmol). The yellow color of solution disappeared immediately after the addition of zinc. Colorless solution wasrefluxed for 2 h. TLC of reaction mixture showed complete conve... Starting materials: CC(C)(C)[Si](OCCC1C(CC1CO[Si](C)(C)C(C)(C)C)N=[N+]=[N-])(C)C (2-(2-(((1,1-Dimethylethyl)dimethylsilyl)oxy)ethyl)-3-(((1,1-dimethylethyl)dimethyl-silyl)oxymethyl)-1-azidocyclobutane). The reagents and catalysts are [Pd] (palladium on carbon). Solvent: CO (methanol). Reaction conditions: time 0.5 hour. The product is CC(C)(C)[Si](OCCC1C(CC1CO[Si](C)(C)C(C)(C)C)N)(C)C (2-(2-(((1,1-Dimethylethyl)dimethylsilyl)oxy)ethyl)-3-(((1,1-dimethylethyl)dimethylsilyl)oxymethyl)-1-aminocyclobutane). RXN SMILES: [CH3:1][C:2]([Si:5]([CH3:26])([CH3:25])[O:6][CH2:7][CH2:8][CH:9]1[CH:12]([CH2:13][O:14][Si:15]([C:18]([CH3:21])([CH3:20])[CH3:19])([CH3:17])[CH3:16])[CH2:11][CH:10]1[N:22]=[N+]=[N-])([CH3:4])[CH3:3]>CO.[Pd]>[CH3:4][C:2]([Si:5]([CH3:25])([CH3:26])[O:6][CH2:7][CH2:8][CH:9]1[CH:12]([CH2:13][O:14][Si:15]([C:18]([CH3:21])([CH3:20])[CH3:19])([CH3:17])[CH3:16])[CH2:11][CH:10]1[NH2:22])([CH3:1])[CH3:3]. Procedure details: 2-(2-(((1,1-Dimethylethyl)dimethylsilyl)oxy)ethyl)-3-(((1,1-dimethylethyl)dimethyl-silyl)oxymethyl)-1-azidocyclobutane (980 mg, 2.45 mmol), prepared as described in Step D above, was dissolved in 20 mL of methanol and an excess of palladium on carbon was added to the solution under a nitrogen atmosphere. The reaction mixture was stirred at ambient temperature and atmospheric pressure under hydrogen for 0.5 h. The catalyst was removed by filtration and washed with 10 mL of methanol. The filtrate ... The product is C(C)(C)(C)C1=NN(C(=C1)NC(=O)NC1=CC(=CC=C1)OC1=CC=NC=2NC(C(=NC21)C)=O)C2=CC=C(C=C2)C (1-(3-tert-butyl-1-p-tolyl-1H-pyrazol-5-yl)-3-(3-(2-methyl-3-oxo-3,4-dihydropyrido[2,3-b]pyrazin-8-yloxy)phenyl)urea). As a reaction SMILES: [NH2:1][C:2]1[CH:3]=[C:4]([CH:18]=[CH:19][CH:20]=1)[O:5][C:6]1[C:15]2[N:14]=[C:13]([CH3:16])[C:12](=[O:17])[NH:11][C:10]=2[N:9]=[CH:8][CH:7]=1.[C:21]([C:25]1[CH:29]=[C:28]([N:30]=[C:31]=[O:32])[N:27]([C:33]2[CH:38]=[CH:37][C:36]([CH3:39])=[CH:35][CH:34]=2)[N:26]=1)([CH3:24])([CH3:23])[CH3:22]>>[C:21]([C:25]1[CH:29]=[C:28]([NH:30][C:31]([NH:1][C:2]2[CH:20]=[CH:19][CH:18]=[C:4]([O:5][C:6]3[C:15]4[N:14]=[C:13]([CH3:16])[C:12](=[O:17])[NH:11][C:10]=4[N:9]=[CH:8][CH:7]=3)[CH:3]=2)=[O:32])[N:27]([C:33]2[CH:38]=[CH:37][C:36]([CH3:39])=[CH:35][CH:34]=2)[N:26]=1)([CH3:24])([CH3:23])[CH3:22]. Yield: 57.0%. Procedure: Method F2 was used with 8-(3-aminophenoxy)-2-methylpyrido[2,3-b]pyrazin-3(4H)-one and 3-tert-butyl-5-isocyanato-1-p-tolyl-1H-pyrazole to afford the title compound as a white solid (89 mg, 57%). Reactants: NC=1C=C(OC2=CC=NC=3NC(C(=NC32)C)=O)C=CC1 (8-(3-aminophenoxy)-2-methylpyrido[2,3-b]pyrazin-3(4H)-one), C(C)(C)(C)C1=NN(C(=C1)N=C=O)C1=CC=C(C=C1)C (3-tert-butyl-5-isocyanato-1-p-tolyl-1H-pyrazole). The reactants are BrC=1C=CC=2N(C1)C(=NN2)C(=O)N2CCC(CC2)C2=C(C=CC(=C2)F)C(F)(F)F ((6-bromo-[1,2,4]triazolo[4,3-a]pyridin-3-yl)(4-(5-fluoro-2-(trifluoromethyl)phenyl)piperidin-1-yl)methanone), CN(C)C=O (DMF). Reagents/catalysts: [C-]#N.[Zn+2].[C-]#N (Zinc cyanide), C=1C=CC(=CC1)[P](C=2C=CC=CC2)(C=3C=CC=CC3)[Pd]([P](C=4C=CC=CC4)(C=5C=CC=CC5)C=6C=CC=CC6)([P](C=7C=CC=CC7)(C=8C=CC=CC8)C=9C=CC=CC9)[P](C=1C=CC=CC1)(C=1C=CC=CC1)C=1C=CC=CC1 (Pd(PPh3)4). Run in C([O-])(O)=O.[Na+] (sodium bicarbonate). Run at temperature 130 celsius. Product: FC=1C=CC(=C(C1)C1CCN(CC1)C(=O)C1=NN=C2N1C=C(C=C2)C#N)C(F)(F)F (3-(4-(5-fluoro-2-(trifluoromethyl)phenyl)piperidine-1-carbonyl)-[1,2,4]triazolo[4,3-a]pyridine-6-carbonitrile). Yield: 41.0%. RXN SMILES: Br[C:2]1[CH:3]=[CH:4][C:5]2[N:6]([C:8]([C:11]([N:13]3[CH2:18][CH2:17][CH:16]([C:19]4[CH:24]=[C:23]([F:25])[CH:22]=[CH:21][C:20]=4[C:26]([F:29])([F:28])[F:27])[CH2:15][CH2:14]3)=[O:12])=[N:9][N:10]=2)[CH:7]=1.[CH3:30][N:31](C=O)C>C(=O)(O)[O-].[Na+].[C-]#N.[Zn+2].[C-]#N.C1C=CC([P]([Pd]([P](C2C=CC=CC=2)(C2C=CC=CC=2)C2C=CC=CC=2)([P](C2C=CC=CC=2)(C2C=CC=CC=2)C2C=CC=CC=2)[P](C2C=CC=CC=2)(C2C=CC=CC=2)C2C=CC=CC=2)(C2C=CC=CC=2)C2C=CC=CC=2)=CC=1>[F:25][C:23]1[CH:22]=[CH:21][C:20]([C:26]([F:29])([F:28])[F:27])=[C:19]([CH:16]2[CH2:17][CH2:18][N:13]([C:11]([C:8]3[N:6]4[CH:7]=[C:2]([C:30]#[N:31])[CH:3]=[CH:4][C:5]4=[N:10][N:9]=3)=[O:12])[CH2:14][CH2:15]2)[CH:24]=1 |f:2.3,4.5.6,^1:48,50,69,88|. Procedure: A solution of (6-bromo-[1,2,4]triazolo[4,3-a]pyridin-3-yl)(4-(5-fluoro-2-(trifluoromethyl)phenyl)piperidin-1-yl)methanone (97 mg, 0.21 mmol) in DMF (2.2 mL) was sparged with Ar for 20 min. Zinc cyanide (48 mg, 0.41 mmol) was added and the solution sparged with Ar for 10 min. To the solution was added Pd(PPh3)4 (24 mg, 0.021 mmol) and the vessel was sealed and heated to 130° C. with microwaves for 30 min. The mixture was diluted with saturated sodium bicarbonate solution (10 mL) and extracted wit... Starting materials: C1(=CC=CC=C1)C1(CCN(CC1)C(=O)OC(C)(C)C)COCC1=CC(=CC(=C1)C(F)(F)F)NC(C(F)(F)F)=O (tert-Butyl 4-phenyl-4-((3-(2,2,2-trifluoroacetamido)-5-(trifluoromethyl)benzyloxy)methyl)piperidine-1-carboxylate), C1(=CC=CC=C1)P(C1=CC=CC=C1)C1=CC=CC=C1 (triphenylphosphine), [N-]=[N+]=[N-].[Na+] (sodium azide). Solvent: C(Cl)(Cl)(Cl)Cl (carbon tetrachloride). Run at time 5 hour. The product is C1(=CC=CC=C1)C1(CCN(CC1)C(=O)OC(C)(C)C)COCC1=CC(=CC(=C1)N1N=NN=C1C(F)(F)F)C(F)(F)F (tert-Butyl 4-phenyl-4-((3-(trifluoromethyl)-5-(5-(trifluoromethyl)-1H-tetrazol-1-yl)benzyloxy)methyl)piperidine-1-carboxylate). As a reaction SMILES: [C:1]1([C:7]2([CH2:20][O:21][CH2:22][C:23]3[CH:28]=[C:27]([C:29]([F:32])([F:31])[F:30])[CH:26]=[C:25]([NH:33][C:34](=O)[C:35]([F:38])([F:37])[F:36])[CH:24]=3)[CH2:12][CH2:11][N:10]([C:13]([O:15][C:16]([CH3:19])([CH3:18])[CH3:17])=[O:14])[CH2:9][CH2:8]2)[CH:6]=[CH:5][CH:4]=[CH:3][CH:2]=1.C1(P(C2C=CC=CC=2)C2C=CC=CC=2)C=CC=CC=1.[N-:59]=[N+:60]=[N-:61].[Na+]>C(Cl)(Cl)(Cl)Cl>[C:1]1([C:7]2([CH2:20][O:21][CH2:22][C:23]3[CH:24]=[C:25]([N:33]4[C:34]([C:35]([F:37])([F:38])[F:36])=[N:61][N:60]=[N:59]4)[CH:26]=[C:27]([C:29]([F:31])([F:30])[F:32])[CH:28]=3)[CH2:12][CH2:11][N:10]([C:13]([O:15][C:16]([CH3:18])([CH3:17])[CH3:19])=[O:14])[CH2:9][CH2:8]2)[CH:2]=[CH:3][CH:4]=[CH:5][CH:6]=1 |f:2.3|. Reported procedure: tert-Butyl 4-phenyl-4-((3-(2,2,2-trifluoroacetamido)-5-(trifluoromethyl)benzyloxy)methyl)piperidine-1-carboxylate (100 mg, 0.18 mmol) in carbon tetrachloride (3 mL) was treated with triphenylphosphine (117 mg, 0.45 mmol) and heated at reflux overnight. After cooling to room temperature, the reaction was concentrated and the residue dissolved in dimethylformamide (2 mL). The mixture was treated with sodium azide (25 mg, 0.37 mmol) and stirred at room temperature for 5 h. The solvents were evapora... Reactants: C(CCC)N1C(=O)N(C=2N=CNC2C1=O)CCCC (1,3-dibutylxanthine), ClCCCCP(OCC)(=O)OCC (diethyl 4-chlorobutanephosphonate). The product is C(CCC)N1C(=O)N(C=2N=CN(C2C1=O)CCCCP(OCC)(OCC)=O)CCCC (Diethyl [4-(1,3-dibutylxanthin-7-yl)butyl]phosphonate). Reaction SMILES: [CH2:1]([N:5]1[C:14](=[O:15])[C:13]2[NH:12][CH:11]=[N:10][C:9]=2[N:8]([CH2:16][CH2:17][CH2:18][CH3:19])[C:6]1=[O:7])[CH2:2][CH2:3][CH3:4].Cl[CH2:21][CH2:22][CH2:23][CH2:24][P:25]([O:30][CH2:31][CH3:32])(=[O:29])[O:26][CH2:27][CH3:28]>>[CH2:1]([N:5]1[C:14](=[O:15])[C:13]2[N:12]([CH2:21][CH2:22][CH2:23][CH2:24][P:25](=[O:29])([O:30][CH2:31][CH3:32])[O:26][CH2:27][CH3:28])[CH:11]=[N:10][C:9]=2[N:8]([CH2:16][CH2:17][CH2:18][CH3:19])[C:6]1=[O:7])[CH2:2][CH2:3][CH3:4]. Reported procedure: The title substance was prepared from 1,3-dibutylxanthine and diethyl 4-chlorobutanephosphonate analogously to Example 9.